From a dataset of the Open Reaction Database (ORD), a public repository of structured organic reaction records. describe an organic reaction: reactants, conditions, products, and yield Starting materials: Cl (hydrochloric acid), C(C(O)C(O)C(=O)O)(=O)O (tartaric acid), NC=1C=C(C=CC1N)C (3,4-diaminotoluene), Cl (hydrochloric acid), P(O)(O)(O)=O (phosphoric acid). The solvent is O (water), C(C)O (ethanol), O (water). Reaction conditions: temperature 120 celsius, time 18 hour. Yields the product CC1=CC2=C(N=C(N2)C(C(C=2NC3=C(N2)C=CC(=C3)C)O)O)C=C1 (1,2-bis(5-methylbenzimidazol-2-yl)ethylene glycol). RXN SMILES: [C:1](O)(=O)[CH:2]([CH:4]([C:6](O)=O)[OH:5])[OH:3].[NH2:11][C:12]1[CH:13]=[C:14]([CH3:19])[CH:15]=[CH:16][C:17]=1[NH2:18].Cl.P(=O)(O)(O)O>O.C(O)C>[CH3:19][C:14]1[CH:15]=[CH:16][C:17]2[N:18]=[C:1]([CH:2]([OH:3])[CH:4]([OH:5])[C:6]3[NH:11][C:12]4[CH:13]=[C:14]([CH3:19])[CH:15]=[CH:16][C:17]=4[N:18]=3)[NH:11][C:12]=2[CH:13]=1. Reported procedure: A mixture of 15.0 g (0.10 mole) tartaric acid, 29.32 g (0.24 mole) 3,4-diaminotoluene, 25 ml water, 15 ml ethanol, 25 ml hydrochloric acid (conc.) and 10 ml 85% phosphoric acid was heated at 120° C. for 40 hours, poured into water and the mixture acidified with concentrated hydrochloric acid. After extraction with chloroform and making the aqueous phase alkaline with sodium hydroxide, a precipitate formed and was collected by filtration. The solid was washed with a small amount of acetone and he... Starting materials: ClC=1C=C(C=CC1)C1=C(C=C(C=C1)NC(=O)NC1=C(C=C(C=C1)OC1=NC(=NC=C1)NCCCCN(C)C)C)C(F)(F)F (1-(3′-chloro-2-trifluoromethyl-biphenyl-4-yl)-3-{4-[2-(4-dimethylamino-butylamino)-pyrimidin-4-yloxy]-2-methyl-phenyl}-urea), BrC=1C=C(C=CC1)B(O)O (3-bromophenylboronic acid). Run in CCCCCC.CCOC(=O)C (Hexane EtOAc). Product: BrC=1C=C(C=CC1)C1=C(C=C(C=C1)N)C(F)(F)F (3′-Bromo-2-trifluoromethyl-biphenyl-4-amine). RXN SMILES: Cl[C:2]1[CH:3]=[C:4]([C:8]2[CH:13]=[CH:12][C:11]([NH:14]C(NC3C=CC(OC4C=CN=C(NCCCCN(C)C)N=4)=CC=3C)=O)=[CH:10][C:9]=2[C:40]([F:43])([F:42])[F:41])[CH:5]=[CH:6][CH:7]=1.[Br:44]C1C=C(B(O)O)C=CC=1>CCCCCC.CCOC(C)=O>[Br:44][C:2]1[CH:3]=[C:4]([C:8]2[CH:13]=[CH:12][C:11]([NH2:14])=[CH:10][C:9]=2[C:40]([F:43])([F:42])[F:41])[CH:5]=[CH:6][CH:7]=1 |f:2.3|. Procedure: The title compound is prepared as described in Ex. 3 (Step 3.1) for 1-(3′-chloro-2-trifluoromethyl-biphenyl-4-yl)-3-{4-[2-(4-dimethylamino-butylamino)-pyrimidin-4-yloxy]-2-methyl-phenyl}-urea but using 3-bromophenylboronic acid (Aldrich). The title compound: MS: 315.9 [M-1]−; HPLC DtRet=4.9; Rf=0.16 (Hexane/EtOAc, 4:1). The reactants are O=C(n1ccnc1)n1ccnc1, COC(=O)c1nc(-n2cnc3ccccc32)nc2c1[nH]c(=O)n2-c1ccccc1OC, ClCCl, COC(=O)c1nc(-n2cnc3ccccc32)nc(Nc2ccccc2OC)c1N. Product: COc1ccccc1-n1c(=O)[nH]c2c(C(N)=O)nc(-n3cnc4ccccc43)nc21. Reaction SMILES: [C:61]([n:62]1[cH:63][cH:64][n:65][cH:66]1)([n:67]1[cH:68][cH:69][n:70][cH:71]1)=[O:72].[CH3:1][O:2][C:3](=[O:4])[c:5]1[c:6]2[nH:7][c:8](=[O:31])[n:9](-[c:23]3[c:24]([O:29][CH3:30])[cH:25][cH:26][cH:27][cH:28]3)[c:10]2[n:11][c:12](-[n:14]2[cH:15][n:16][c:17]3[c:18]2[cH:19][cH:20][cH:21][cH:22]3)[n:13]1.[Cl:73][CH2:74][Cl:75].[NH2:32][c:33]1[c:34]([C:35]([O:36][CH3:37])=[O:38])[n:39][c:40](-[n:41]2[c:42]3[cH:43][cH:44][cH:45][cH:46][c:47]3[n:48][cH:49]2)[n:50][c:51]1[NH:52][c:53]1[cH:54][cH:55][cH:56][cH:57][c:58]1[O:59][CH3:60]>>[O:2]=[C:3]([c:5]1[c:6]2[nH:7][c:8](=[O:31])[n:9](-[c:23]3[c:24]([O:29][CH3:30])[cH:25][cH:26][cH:27][cH:28]3)[c:10]2[n:11][c:12](-[n:14]2[cH:15][n:16][c:17]3[c:18]2[cH:19][cH:20][cH:21][cH:22]3)[n:13]1)[NH2:32]. The reactants are CC=CC1CCCC(C)N1C(=O)OC(C)(C)C, ClCCl. Yields the product CC=CC1CCCC(C)N1. As a reaction SMILES: [C:1]([O:2][C:3]([CH3:4])([CH3:5])[CH3:6])(=[O:7])[N:8]1[CH:9]([CH3:17])[CH2:10][CH2:11][CH2:12][CH:13]1[CH:14]=[CH:15][CH3:16].[Cl:18][CH2:19][Cl:20]>>[NH:8]1[CH:9]([CH3:17])[CH2:10][CH2:11][CH2:12][CH:13]1[CH:14]=[CH:15][CH3:16]. Starting materials: ClCCl, Cl, O=C(O)N1CCC(N2CCS(=O)(=O)CC2)CC1, C1COCCO1. Product: O=S1(=O)CCN(C2CCNCC2)CC1. Reaction SMILES: [Cl:19][CH2:20][Cl:21].[ClH:18].[O:1]=[S:2]1(=[O:17])[CH2:3][CH2:4][N:5]([CH:8]2[CH2:9][CH2:10][N:11]([C:14]([OH:15])=[O:16])[CH2:12][CH2:13]2)[CH2:6][CH2:7]1.[O:22]1[CH2:23][CH2:24][O:25][CH2:26][CH2:27]1>>[O:1]=[S:2]1(=[O:17])[CH2:3][CH2:4][N:5]([CH:8]2[CH2:9][CH2:10][NH:11][CH2:12][CH2:13]2)[CH2:6][CH2:7]1. The reactants are CC(C)(C)OC(=O)N(c1cc(-c2cnc(C3(O[Si](C)(C)C(C)(C)C)CCC3)s2)cc([N+](=O)[O-])c1)c1nccc(C(F)(F)F)n1, CCOC(C)=O. Yields the product CC(C)(C)OC(=O)N(c1cc(N)cc(-c2cnc(C3(O[Si](C)(C)C(C)(C)C)CCC3)s2)c1)c1nccc(C(F)(F)F)n1. RXN SMILES: [C:1]([CH3:2])([CH3:3])([CH3:4])[Si:5]([O:6][C:7]1([c:11]2[s:12][c:13](-[c:16]3[cH:17][c:18]([N:25]([C:26]([O:27][C:28]([CH3:29])([CH3:30])[CH3:31])=[O:32])[c:33]4[n:34][cH:35][cH:36][c:37]([C:39]([F:40])([F:41])[F:42])[n:38]4)[cH:19][c:20]([N+:22]([O-:23])=[O:24])[cH:21]3)[cH:14][n:15]2)[CH2:8][CH2:9][CH2:10]1)([CH3:43])[CH3:44].[CH3:45][CH2:46][O:47][C:48](=[O:49])[CH3:50]>>[C:1]([CH3:2])([CH3:3])([CH3:4])[Si:5]([O:6][C:7]1([c:11]2[s:12][c:13](-[c:16]3[cH:17][c:18]([N:25]([C:26]([O:27][C:28]([CH3:29])([CH3:30])[CH3:31])=[O:32])[c:33]4[n:34][cH:35][cH:36][c:37]([C:39]([F:40])([F:41])[F:42])[n:38]4)[cH:19][c:20]([NH2:22])[cH:21]3)[cH:14][n:15]2)[CH2:8][CH2:9][CH2:10]1)([CH3:43])[CH3:44]. Reactants: CI (methyl iodide), C([O-])([O-])=O.[K+].[K+] (potassium carbonate), C1(CCCC(=O)O1)=O (Glutaric anhydride), ClC1=CC=C(C(=N1)NCC)C(C1=CC(=CC=C1)Cl)=O (6-chloro-3-(3-chlorobenzoyl)-2-ethylaminopyridine). The solvent is CC(CC)=O (2-butanone). Run at temperature 150 celsius. Yields the product ClC1=CC=C2C(=C(C(N(C2=N1)CC)=O)CCC(=O)OC)C1=CC(=CC=C1)Cl (methyl 3-[7-chloro-4-(3-chlorophenyl)-1-ethyl-2-oxo-1,2-dihydro-1,8-naphthyridin-3-yl]propanoate). RXN SMILES: [C:1]1(=[O:8])[O:7][C:5](=[O:6])[CH2:4][CH2:3][CH2:2]1.[Cl:9][C:10]1[N:15]=[C:14]([NH:16][CH2:17][CH3:18])[C:13]([C:19](=O)[C:20]2[CH:25]=[CH:24][CH:23]=[C:22]([Cl:26])[CH:21]=2)=[CH:12][CH:11]=1.CI.[C:30](=O)([O-])[O-].[K+].[K+]>CC(=O)CC>[Cl:9][C:10]1[N:15]=[C:14]2[C:13]([C:19]([C:20]3[CH:25]=[CH:24][CH:23]=[C:22]([Cl:26])[CH:21]=3)=[C:4]([CH2:3][CH2:2][C:1]([O:7][CH3:30])=[O:8])[C:5](=[O:6])[N:16]2[CH2:17][CH3:18])=[CH:12][CH:11]=1 |f:3.4.5|. Reported procedure: Glutaric anhydride and 6-chloro-3-(3-chlorobenzoyl)-2-ethylaminopyridine were reacted under heating at 150° C. and then worked up in a usual manner. The resulting compound was reacted with methyl iodide in 2-butanone in the presence of potassium carbonate at 60° C. Thereafter, the reaction mixture was worked up and purified in a usual manner to obtain methyl 3-[7-chloro-4-(3-chlorophenyl)-1-ethyl-2-oxo-1,2-dihydro-1,8-naphthyridin-3-yl]propanoate as a colorless solid. MS: 405. The reactants are [OH-].[Li+] (lithium hydroxide), C(#N)C1=CC=C(C=C1)[C@@H]1C(=C(N(C=2N1N=NN2)C2=CC(=CC=C2)C(F)(F)F)C)C(=O)OCC (ethyl (7R)-7-(4-cyanophenyl)-5-methyl-4-[3-(trifluoromethyl)phenyl]-4,7-dihydrotetrazolo[1,5-a]pyrimidine-6-carboxylate), Cl (hydrochloric acid). Run in C(C)O.C1CCOC1.O (ethanol THF water). Reaction conditions: temperature 55 celsius. The product is C(#N)C1=CC=C(C=C1)[C@@H]1C(=C(N(C=2N1N=NN2)C2=CC(=CC=C2)C(F)(F)F)C)C(=O)O ((7R)-7-(4-Cyanophenyl)-5-methyl-4-[3-(trifluoromethyl)phenyl]-4,7-dihydrotetrazolo[1,5-a]-pyrimidine-6-carboxylic acid). As a reaction SMILES: [OH-].[Li+].[C:3]([C:5]1[CH:10]=[CH:9][C:8]([C@H:11]2[N:16]3[N:17]=[N:18][N:19]=[C:15]3[N:14]([C:20]3[CH:25]=[CH:24][CH:23]=[C:22]([C:26]([F:29])([F:28])[F:27])[CH:21]=3)[C:13]([CH3:30])=[C:12]2[C:31]([O:33]CC)=[O:32])=[CH:7][CH:6]=1)#[N:4].Cl>C(O)C.C1COCC1.O>[C:3]([C:5]1[CH:6]=[CH:7][C:8]([C@H:11]2[N:16]3[N:17]=[N:18][N:19]=[C:15]3[N:14]([C:20]3[CH:25]=[CH:24][CH:23]=[C:22]([C:26]([F:28])([F:27])[F:29])[CH:21]=3)[C:13]([CH3:30])=[C:12]2[C:31]([OH:33])=[O:32])=[CH:9][CH:10]=1)#[N:4] |f:0.1,4.5.6|. Procedure: The reaction was carried out under argon. Solid lithium hydroxide (15.8 mg, 660 μmol, 3 eq.) was added to a solution of ethyl (7R)-7-(4-cyanophenyl)-5-methyl-4-[3-(trifluoromethyl)phenyl]-4,7-dihydrotetrazolo[1,5-a]pyrimidine-6-carboxylate (100 mg, 220 μmol) in an ethanol/THF/water mixture (4:1:0.6, 5.6 ml). The solution was heated at 55° C. for 1.5 h. At 0° C., the mixture was then acidified with 1 N hydrochloric acid (0.66 ml) and then directly purified by preparative HPLC (Kromasil C18 column...